This data is from the Open Reaction Database (ORD), a public repository of structured organic reaction records. The task is: describe an organic reaction: reactants, conditions, products, and yield Starting materials: C(C1=CC=CC=C1)[C@H]1N(CC[C@@H](C1)N(C(C(F)(F)F)=O)CC1=CC=NC2=CC=CC=C12)CC1=C(C=C(C=C1)Cl)Cl ((2R *,4S*)-2-benzyl-1-(2,4-dichlorobenzyl)-N-(4-quinolylmethyl)-N-trifluoroacetyl-4-piperidinamine), [BH4-].[Na+] (sodium borohydride). The product is C(C1=CC=CC=C1)[C@H]1N(CC[C@@H](C1)NCC1=CC=NC2=CC=CC=C12)CC1=C(C=C(C=C1)Cl)Cl ((2R*,4S*)-2-benzyl-1-(2,4-dichlorobenzyl)-N-(4-quinolylmethyl)-4-piperidinamine). RXN SMILES: [CH2:1]([C@@H:8]1[CH2:13][C@@H:12]([N:14]([CH2:21][C:22]2[C:31]3[C:26](=[CH:27][CH:28]=[CH:29][CH:30]=3)[N:25]=[CH:24][CH:23]=2)C(=O)C(F)(F)F)[CH2:11][CH2:10][N:9]1[CH2:32][C:33]1[CH:38]=[CH:37][C:36]([Cl:39])=[CH:35][C:34]=1[Cl:40])[C:2]1[CH:7]=[CH:6][CH:5]=[CH:4][CH:3]=1.[BH4-].[Na+]>>[CH2:1]([C@@H:8]1[CH2:13][C@@H:12]([NH:14][CH2:21][C:22]2[C:31]3[C:26](=[CH:27][CH:28]=[CH:29][CH:30]=3)[N:25]=[CH:24][CH:23]=2)[CH2:11][CH2:10][N:9]1[CH2:32][C:33]1[CH:38]=[CH:37][C:36]([Cl:39])=[CH:35][C:34]=1[Cl:40])[C:2]1[CH:7]=[CH:6][CH:5]=[CH:4][CH:3]=1 |f:1.2|. Reported procedure: 128 mg (0.218 mmol) of (2R *,4S*)-2-benzyl-1-(2,4-dichlorobenzyl)-N-(4-quinolylmethyl)-N-trifluoroacetyl-4-piperidinamine are reacted with 34 mg (0.920 mmol) of sodium borohydride in analogy to Example 2. The title compound ##STR40## is obtained as yellow oil. TLC: methylene chloride/methanol/conc. ammonia (700:50:1) Rf =0.25, FD-MS: M+ =472.